From a dataset of the Open Reaction Database (ORD), a public repository of structured organic reaction records. describe an organic reaction: reactants, conditions, products, and yield The reactants are Cc1ccccc1, CC(C)c1cccc(C(C)C)c1N=C=O, NC(=O)C1(Nc2cccnc2)CCCCC1. Product: O=C1NC(=O)C2(CCCCC2)N1c1cccnc1. Reaction SMILES: [CH3:32][c:33]1[cH:34][cH:35][cH:36][cH:37][cH:38]1.[CH:1]([c:2]1[cH:3][cH:4][cH:5][c:6]([CH:7]([CH3:8])[CH3:9])[c:10]1[N:11]=[C:14]=[O:15])([CH3:12])[CH3:13].[n:16]1[cH:17][c:18]([NH:22][C:23]2([C:29](=[O:30])[NH2:31])[CH2:24][CH2:25][CH2:26][CH2:27][CH2:28]2)[cH:19][cH:20][cH:21]1>>[C:14]1(=[O:15])[N:22]([c:18]2[cH:17][n:16][cH:21][cH:20][cH:19]2)[C:23]2([CH2:24][CH2:25][CH2:26][CH2:27][CH2:28]2)[C:29](=[O:30])[NH:31]1. As a reaction SMILES: [Br:1][C:2]1[CH:7]=[CH:6][C:5]([O:8][CH3:9])=[C:4]([N+:10]([O-])=O)[C:3]=1[CH3:13].[CH3:14]OC(OC)N(C)C.N1CCCC1.C([O-])([O-])=O.[Na+].[Na+]>CN(C=O)C.O.[Fe].CC(O)=O>[Br:1][C:2]1[CH:7]=[CH:6][C:5]([O:8][CH3:9])=[C:4]2[C:3]=1[CH:13]=[CH:14][NH:10]2 |f:3.4.5|. Reagents/catalysts: [Fe] (Fe). The reactants are BrC1=C(C(=C(C=C1)OC)[N+](=O)[O-])C (1-bromo-4-methoxy-2-methyl-3-nitro-benzene), COC(N(C)C)OC (dimethylformamide dimethylacetal), N1CCCC1 (pyrrolidine), C(=O)([O-])[O-].[Na+].[Na+] (Na2CO3). Conditions: temperature 90 celsius. The solvent is O (water), CN(C)C=O (DMF), CC(=O)O (HOAc), O (water). The product is BrC1=C2C=CNC2=C(C=C1)OC (4-bromo-7-methoxyindole). Isolated yield 44.0%. Reported procedure: To a solution of 1-bromo-4-methoxy-2-methyl-3-nitro-benzene (31 g, 0.126 mol) in DMF (150 mL) was added dimethylformamide dimethylacetal (27 mL) and pyrrolidine (10.5 mL, 0.127 mol). The mixture was heated at 90° C. for 18 h and cooled to r.t. The mixture was diluted with water and extracted with CH2Cl2. The organic phase was dried over Na2SO4, filtered and concentrated. The residue was dissolved into HOAc (50 mL) and added dropwise to a solution of Fe (20.5 g, 0.37 mol) in boiling HOAc (150 mL)... Starting materials: N1=CC(=C(C=C1)N)N (3,4-pyridinediamine), FC1=CC=C(C=C1)CN1C2=NC=NC=C2N=C1NC1CCN(CC1)CCN=C=S (9-[(4-fluorophenyl)methyl]-N-[1-(2-isothiocyanatoethyl)-4-piperidinyl]-9H-purin-8-amine). The solvent is O1CCCC1 (tetrahydrofuran). Product: 10.5, NC1=C(C=NC=C1)NC(=S)NCCN1CCC(CC1)NC=1N(C2=NC=NC=C2N1)CC1=CC=C(C=C1)F (N-(4-amino-3-pyridinyl)-N'-[2-[4-[[9-[(4-fluorophenyl)methyl]-9H-purin-8-yl]amino]-1-piperidinyl]ethyl]thiourea). Reaction SMILES: [N:1]1[CH:6]=[CH:5][C:4]([NH2:7])=[C:3]([NH2:8])[CH:2]=1.[F:9][C:10]1[CH:15]=[CH:14][C:13]([CH2:16][N:17]2[C:25]([NH:26][CH:27]3[CH2:32][CH2:31][N:30]([CH2:33][CH2:34][N:35]=[C:36]=[S:37])[CH2:29][CH2:28]3)=[N:24][C:23]3[C:18]2=[N:19][CH:20]=[N:21][CH:22]=3)=[CH:12][CH:11]=1>O1CCCC1>[NH2:7][C:4]1[CH:5]=[CH:6][N:1]=[CH:2][C:3]=1[NH:8][C:36]([NH:35][CH2:34][CH2:33][N:30]1[CH2:31][CH2:32][CH:27]([NH:26][C:25]2[N:17]([CH2:16][C:13]3[CH:12]=[CH:11][C:10]([F:9])=[CH:15][CH:14]=3)[C:18]3[C:23]([N:24]=2)=[CH:22][N:21]=[CH:20][N:19]=3)[CH2:28][CH2:29]1)=[S:37]. Procedure details: A mixture of 2.95 parts of 3,4-pyridinediamine, 16 parts of 9-[(4-fluorophenyl)methyl]-N-[1-(2-isothiocyanatoethyl)-4-piperidinyl]-9H-purin-8-amine, and 90 parts of tetrahydrofuran was stirred and refluxed overnight. The reaction mixture was evaporated. The residue was purified by column chromatography over silica gel using a mixture of trichloromethane and methanol, saturated with ammonia, (95/5 by volume) as eluent. The pure fractions were collected and the eluent was evaporated, yielding 10.5... The reactants are C(C)(C)(C)C1=NC=CC(=C1Cl)C#N (2-tert-butyl-3-chloro-4-cyanopyridine), C1(=C(C=CC=C1)N)N (o-phenylenediamine), O.C1(=CC=C(C=C1)S(=O)(=O)O)C (p-toluenesulfonic acid monohydrate), Cl (hydrochloric acid). Solvent: C(C)O (ethanol). Conditions: temperature 220 celsius, time 30 minute. The product is ClC1=C(C=NC(=C1)C(C)(C)C)C=1NC2=C(N1)C=CC=C2 (2-(4-chloro-6-tert-butylpyridin-3-yl)benzimidazole). As a reaction SMILES: [C:1]([C:5]1[C:10](Cl)=[C:9](C#N)[CH:8]=[CH:7][N:6]=1)([CH3:4])([CH3:3])[CH3:2].[C:14]1([NH2:21])[CH:19]=[CH:18][CH:17]=[CH:16][C:15]=1[NH2:20].O.[C:23]1(C)C=CC(S(O)(=O)=O)=CC=1.[ClH:34]>C(O)C>[Cl:34][C:9]1[CH:10]=[C:5]([C:1]([CH3:2])([CH3:3])[CH3:4])[N:6]=[CH:7][C:8]=1[C:23]1[NH:20][C:15]2[CH:16]=[CH:17][CH:18]=[CH:19][C:14]=2[N:21]=1 |f:2.3|. Procedure details: A mixture, homogenised in a mortar, of 19.5 g (100 mmol) of 2-tert-butyl-3-chloro-4-cyanopyridine (S32), 36.2 g (200 mmol) of o-phenylenediamine and 38.0 g (200 mmol) of p-toluenesulfonic acid monohydrate is heated at 220° C. (oil-bath temperature) for 3 h. After cooling, the black, glassy sinter cake is taken up in a mixture of 100 ml of ethanol and 100 ml of 1N hydrochloric acid with vigorous stirring. After stirring for 30 min., the grey-green solid is filtered off with suction, washed three ... The reactants are C1(CCCC1)C(=O)OC (methyl cyclopentanecarboxylate), [Li+].CC(C)[N-]C(C)C (LDA), Br.BrCCN(CC)CC (2-bromo-N,N-diethylethanamine hydrobromide). The solvent is O (water), C1CCOC1 (THF). Run at time 15 minute. Yields the product C(C)N(CCC1(CCCC1)C(=O)OC)CC (methyl 1-[2-(diethylamino)ethyl]cyclopentanecarboxylate). Yield: 79.0%. Reaction SMILES: [CH:1]1([C:6]([O:8][CH3:9])=[O:7])[CH2:5][CH2:4][CH2:3][CH2:2]1.[Li+].CC([N-]C(C)C)C.Br.Br[CH2:20][CH2:21][N:22]([CH2:25][CH3:26])[CH2:23][CH3:24]>C1COCC1.O>[CH2:21]([N:22]([CH2:25][CH3:26])[CH2:23][CH2:24][C:1]1([C:6]([O:8][CH3:9])=[O:7])[CH2:5][CH2:4][CH2:3][CH2:2]1)[CH3:20] |f:1.2,3.4|. Reported procedure: To methyl cyclopentanecarboxylate (1 g) in THF (8 ml) at −61° C. is added a solution of 2M LDA (9.8 ml). The mixture is stirred at room temperature for 15 minutes, then 2-bromo-N,N-diethylethanamine hydrobromide (2.04 g) is added at −61° C. The mixture is stirred for 5 minutes at this temperature, then at room temperature. The solution became yellow and was diluted with water (30 ml). The organic phase is extracted twice with a brine solution (30 ml). The pH of the organic phase is adjusted to 4...